This data is from the Open Reaction Database (ORD), a public repository of structured organic reaction records. The task is: describe an organic reaction: reactants, conditions, products, and yield Starting materials: C[Si](C)(C)CCOCn1c(C2CC2)nc(Br)c1-c1ccnc(Cl)n1, C1COCCO1, [NH4+], [OH-], O. The product is C[Si](C)(C)CCOCn1c(C2CC2)nc(Br)c1-c1ccnc(N)n1. As a reaction SMILES: [Br:1][c:2]1[n:3][c:4]([CH:22]2[CH2:23][CH2:24]2)[n:5]([CH2:14][O:15][CH2:16][CH2:17][Si:18]([CH3:19])([CH3:20])[CH3:21])[c:6]1-[c:7]1[n:8][c:9]([Cl:13])[n:10][cH:11][cH:12]1.[CH2:27]1[O:28][CH2:29][CH2:30][O:31][CH2:32]1.[NH4+:26].[OH-:25].[OH2:33]>>[Br:1][c:2]1[n:3][c:4]([CH:22]2[CH2:23][CH2:24]2)[n:5]([CH2:14][O:15][CH2:16][CH2:17][Si:18]([CH3:19])([CH3:20])[CH3:21])[c:6]1-[c:7]1[n:8][c:9]([NH2:26])[n:10][cH:11][cH:12]1. The reactants are COCCOc1nc(N)c2nc(OC)n(CCC3CCN(C(=O)OC(C)(C)C)CC3)c2n1, O=C([O-])[O-], OCc1ccc(CCl)cc1, [K+], [K+], CN(C)C=O, O=C(O)C(F)(F)F. Yields the product COCCOc1nc(N)c2nc(OC)n(CCC3CCN(Cc4ccc(CO)cc4)CC3)c2n1. Reaction SMILES: [C:1]([O:2][C:6](=[O:3])[N:8]1[CH2:9][CH2:10][CH:11]([CH2:14][CH2:15][n:16]2[c:17]3[n:18][c:19]([O:28][CH2:29][CH2:30][O:31][CH3:32])[n:20][c:21]([NH2:27])[c:22]3[n:23][c:24]2[O:25][CH3:26])[CH2:12][CH2:13]1)([CH3:4])([CH3:5])[CH3:7].[C:50](=[O:51])([O-:52])[O-:53].[Cl:40][CH2:41][c:42]1[cH:43][cH:44][c:45]([CH2:46][OH:47])[cH:48][cH:49]1.[K+:54].[K+:55].[O:56]=[CH:57][N:58]([CH3:59])[CH3:60].[OH:33][C:34]([C:35]([F:36])([F:37])[F:38])=[O:39]>>[CH2:6]([N:8]1[CH2:9][CH2:10][CH:11]([CH2:14][CH2:15][n:16]2[c:17]3[n:18][c:19]([O:28][CH2:29][CH2:30][O:31][CH3:32])[n:20][c:21]([NH2:27])[c:22]3[n:23][c:24]2[O:25][CH3:26])[CH2:12][CH2:13]1)[c:42]1[cH:43][cH:44][c:45]([CH2:46][OH:47])[cH:48][cH:49]1.